This data is from the Open Reaction Database (ORD), a public repository of structured organic reaction records. The task is: describe an organic reaction: reactants, conditions, products, and yield The reactants are C(C)OC(=O)C=1N=C(SC1)NC1=CC(=C(C=C1)N1C=NC(=C1)C)OC (2-[3-methoxy-4-(4-methyl-imidazol-1-yl)-phenylamino]-thiazole-4-carboxylic acid ethyl ester), C[Mg]Br (methylmagnesium bromide). Solvent: C1CCOC1 (THF). Reaction conditions: temperature 0 celsius, time 2 hour. Yields the product COC=1C=C(C=CC1N1C=NC(=C1)C)NC=1SC=C(N1)C(C)(C)O (2-{2-[3-Methoxy-4-(4-methyl-imidazol-1-yl)-phenylamino]-thiazol-4-yl}-propan-2-ol), oil. Isolated yield 75.0%. As a reaction SMILES: C(OC([C:6]1[N:7]=[C:8]([NH:11][C:12]2[CH:17]=[CH:16][C:15]([N:18]3[CH:22]=[C:21]([CH3:23])[N:20]=[CH:19]3)=[C:14]([O:24][CH3:25])[CH:13]=2)[S:9][CH:10]=1)=O)C.C[Mg]Br>C1COCC1>[CH3:25][O:24][C:14]1[CH:13]=[C:12]([NH:11][C:8]2[S:9][CH:10]=[C:6]([C:14]([OH:24])([CH3:15])[CH3:13])[N:7]=2)[CH:17]=[CH:16][C:15]=1[N:18]1[CH:22]=[C:21]([CH3:23])[N:20]=[CH:19]1. Reported procedure: To a solution of 2-[3-methoxy-4-(4-methyl-imidazol-1-yl)-phenylamino]-thiazole-4-carboxylic acid ethyl ester (20 mg, 0.056 mmol) in dry THF (2 ml) at 0° C. was added methylmagnesium bromide (3M solution in THF, 93 μl, 0.279 mmol) added and stirred at 0° C. for 2 h. The reaction mixture was cautiously quenched with saturated aqueous ammonium chloride solution. The aqueous phase was extracted three times with diethyl ether, dried over Na2SO4, filtered and the solvents were evaporated. The residue ... Reactants: N1=CC=CC=C1 (pyridine), FC1=C(C(=O)Cl)C(=CC=C1)F (2,6-difluorobenzoyl chloride), NC1=NC=C(N=C1)Br (2-amino-5-bromopyrazine). Solvent: C(Cl)Cl (DCM), C(Cl)Cl (DCM), C(Cl)Cl (DCM). Run at temperature 0 celsius. Yields the product BrC=1N=CC(=NC1)NC(C1=C(C=CC=C1F)F)=O (N-(5-Bromopyrazine-2-yl)-2,6-difluorobenzamide). Isolated yield 52.8%. RXN SMILES: [F:1][C:2]1[CH:10]=[CH:9][CH:8]=[C:7]([F:11])[C:3]=1[C:4](Cl)=[O:5].[NH2:12][C:13]1[CH:18]=[N:17][C:16]([Br:19])=[CH:15][N:14]=1.N1C=CC=CC=1>C(Cl)Cl>[Br:19][C:16]1[N:17]=[CH:18][C:13]([NH:12][C:4](=[O:5])[C:3]2[C:2]([F:1])=[CH:10][CH:9]=[CH:8][C:7]=2[F:11])=[N:14][CH:15]=1. Reported procedure: To a 0° C. cooled and stirred, solution of 2,6-difluorobenzoyl chloride (5.7 g, 36.2 mmol, 0.9 eq) in DCM (200 mL) was added drop wise a solution of 2-amino-5-bromopyrazine (7.0 g, 40.2 mmol, 1.0 eq) in DCM (50 mL) followed b pyridine (3.1 g, 36.2 mmol, 0.9 eq). The resulting mixture was stirred at room temperature for 15 h. The reaction was diluted with DCM (100 mL), and washed with 10% hydrochloric acid (100 mL), dried (Na2SO4) and filtered. The filtrate was concentrated under vacuum and the c... Starting materials: OC1CN(C1)C(C)=O (1-(3-hydroxy-1-azetidinyl)-1-ethanone), N12CCCCCC2=NCCC1 (1,8-diazabicyclo[5,4,0]undec-7-ene), C(C1=CC=CC=C1)(C1=CC=CC=C1)(C1=CC=CC=C1)Cl (trityl chloride), ice water. The solvent is C(Cl)Cl (methylene chloride). Conditions: time 1 hour. Yields the product C(C1=CC=CC=C1)(C1=CC=CC=C1)(C1=CC=CC=C1)OC1CN(C1)C(C)=O (1-[3-(trityloxy)-1-azetidinyl]-1-ethanone). The yield is 69.9%. RXN SMILES: [OH:1][CH:2]1[CH2:5][N:4]([C:6](=[O:8])[CH3:7])[CH2:3]1.N12CCCN=C1CCCCC2.[C:20](Cl)([C:33]1[CH:38]=[CH:37][CH:36]=[CH:35][CH:34]=1)([C:27]1[CH:32]=[CH:31][CH:30]=[CH:29][CH:28]=1)[C:21]1[CH:26]=[CH:25][CH:24]=[CH:23][CH:22]=1>C(Cl)Cl>[C:20]([O:1][CH:2]1[CH2:5][N:4]([C:6](=[O:8])[CH3:7])[CH2:3]1)([C:21]1[CH:26]=[CH:25][CH:24]=[CH:23][CH:22]=1)([C:33]1[CH:34]=[CH:35][CH:36]=[CH:37][CH:38]=1)[C:27]1[CH:28]=[CH:29][CH:30]=[CH:31][CH:32]=1. Procedure details: In 50 mL of methylene chloride was dissolved 10.0 g of 1-(3-hydroxy-1-azetidinyl)-1-ethanone, and 31.2 mL of 1,8-diazabicyclo[5,4,0]undec-7-ene and 29.1 g of trityl chloride were added thereto under ice-cooling, after which the resulting mixture was stirred at room temperature for 1 hour. The reaction mixture was poured into 100 mL of ice water and the organic layer was separated. The organic layer was washed with diluted hydrochloric acid, water and a saturated aqueous sodium chloride solution,... The reactants are C(=O)([O-])[O-].[Na+].[Na+] (Na2CO3), C(=O)N(N)C (1-formyl-1-methylhydrazine), FC1=C(C(=O)C(C(=O)OCC)=COCC)C=C(C=C1F)I (ethyl 2-(2,3-difluoro-5-iodobenzoyl)-3-ethoxy-2-propenoate). Run in C1(=CC=CC=C1)C (toluene), C1(=CC=CC=C1)C (toluene), C1(=CC=CC=C1)C (toluene). Conditions: time 20 minute. The product is FC1=C(C(=O)C(C(=O)OCC)=CNN(C)C=O)C=C(C=C1F)I (Ethyl 2-(2,3-Difluoro-5-iodobenzoyl)-3-(2-formyl-2-methylhydrazino)prop-2-enoate). Reaction SMILES: [CH:1]([N:3]([CH3:5])[NH2:4])=[O:2].[F:6][C:7]1[C:24]([F:25])=[CH:23][C:22]([I:26])=[CH:21][C:8]=1[C:9]([C:11](=[CH:17]OCC)[C:12]([O:14][CH2:15][CH3:16])=[O:13])=[O:10].C([O-])([O-])=O.[Na+].[Na+]>C1(C)C=CC=CC=1>[F:6][C:7]1[C:24]([F:25])=[CH:23][C:22]([I:26])=[CH:21][C:8]=1[C:9]([C:11](=[CH:17][NH:4][N:3]([CH:1]=[O:2])[CH3:5])[C:12]([O:14][CH2:15][CH3:16])=[O:13])=[O:10] |f:2.3.4|. Reported procedure: A solution of 1-formyl-1-methylhydrazine (0.217 g) in toluene (0.5 mL) is added to a solution of ethyl 2-(2,3-difluoro-5-iodobenzoyl)-3-ethoxy-2-propenoate (Preparation 21, 1.00 g) in toluene (2.5 mL) at 33° C. After stirring at ambient temperature for 20 minutes, a precipitate formed and an additional 1.5 mL of toluene is added. After an additional 1.75 h, solid anhydrous Na2CO3 (0.285 g) is added and the reaction mixture is heated to reflux. After 1 h, the reaction mixture is concentrated at r... Starting materials: FC(C1=NC2=C(N1C1=NC(=NC(=N1)N1CCOCC1)NC=1C=NC=CC1)C=CC=C2OC)F (4-[2-(difluoromethyl)-4-methoxy-1H-benzimidazol-1-yl]-6-(4-morpholinyl)-N-(3-pyridinyl)-1,3,5-triazin-2-amine), [H-].[Na+] (NaH), N (NH3), IC (iodomethane). Run in C(Cl)Cl.CCOC(=O)C (CH2Cl2 EtOAc), C(C)(=O)O (acetic acid), CN(C)C=O (DMF), O (water). Conditions: time 10 minute. Product: FC(C1=NC2=C(N1C1=NC(=NC(=N1)N1CCOCC1)N(C=1C=NC=CC1)C)C=CC=C2OC)F (4-[2-(difluoromethyl)-4-methoxy-1H-benzimidazol-1-yl]-N-methyl-6-(4-morpholinyl)-N-(3-pyridinyl)-1,3,5-triazin-2-amine). Isolated yield 53.0%. Reaction SMILES: [F:1][CH:2]([F:33])[C:3]1[N:7]([C:8]2[N:13]=[C:12]([N:14]3[CH2:19][CH2:18][O:17][CH2:16][CH2:15]3)[N:11]=[C:10]([NH:20][C:21]3[CH:22]=[N:23][CH:24]=[CH:25][CH:26]=3)[N:9]=2)[C:6]2[CH:27]=[CH:28][CH:29]=[C:30]([O:31][CH3:32])[C:5]=2[N:4]=1.[H-].[Na+].I[CH3:37].N>CN(C=O)C.O.C(Cl)Cl.CCOC(C)=O.C(O)(=O)C>[F:33][CH:2]([F:1])[C:3]1[N:7]([C:8]2[N:13]=[C:12]([N:14]3[CH2:15][CH2:16][O:17][CH2:18][CH2:19]3)[N:11]=[C:10]([N:20]([CH3:37])[C:21]3[CH:22]=[N:23][CH:24]=[CH:25][CH:26]=3)[N:9]=2)[C:6]2[CH:27]=[CH:28][CH:29]=[C:30]([O:31][CH3:32])[C:5]=2[N:4]=1 |f:1.2,7.8|. Procedure: A solution of 4-[2-(difluoromethyl)-4-methoxy-1H-benzimidazol-1-yl]-6-(4-morpholinyl)-N-(3-pyridinyl)-1,3,5-triazin-2-amine (0.544 g, 1 mmol) in 15 mL DMF was treated with of NaH and then a slight excess iodomethane was added. After 10 min, the reaction was neutralized with acetic acid and diluted with water. After the pH was made slightly alkaline with aq. NH3, the precipitate was collected and dried. Chromatography on alumina eluting with CH2Cl2/EtOAc (9:1) gave 0.26 g (53% yield) of 4-[2-(dif... Reactants: CCN=C=NCCCN(C)C, CC(C)(C)OC(=O)N1CCC(CC(=O)O)C1, CCO, CCOCC, CN(C)c1ccncc1, Cl. Yields the product CCOC(=O)CC1CCN(C(=O)OC(C)(C)C)C1. Reaction SMILES: [CH2:18]([CH3:19])[N:20]=[C:21]=[N:22][CH2:23][CH2:24][CH2:25][N:26]([CH3:27])[CH3:28].[CH3:1][C:2]([CH3:3])([CH3:4])[O:5][C:6](=[O:7])[N:8]1[CH2:9][CH:10]([CH2:13][C:14](=[O:15])[OH:16])[CH2:11][CH2:12]1.[CH3:29][CH2:30][OH:31].[CH3:32][CH2:33][O:34][CH2:35][CH3:36].[CH3:37][N:38]([CH3:39])[c:40]1[cH:41][cH:42][n:43][cH:44][cH:45]1.[ClH:17]>>[CH3:1][C:2]([CH3:3])([CH3:4])[O:5][C:6](=[O:7])[N:8]1[CH2:9][CH:10]([CH2:13][C:14]([O:15][CH2:18][CH3:19])=[O:16])[CH2:11][CH2:12]1.